Dataset: the Open Reaction Database (ORD), a public repository of structured organic reaction records. Task: describe an organic reaction: reactants, conditions, products, and yield Reactants: Cl.[N+](=O)([O-])C=1C=CC2=C(CNCCO2)C1 (7-nitro-2,3,4,5-tetrahydro-1,4-benzoxazepine hydrochloride), C=O (formaldehyde), C(=O)O (formic acid), [OH-].[Na+] (sodium hydroxide). Run in O (water). Run at temperature 80 celsius. Yields the product Cl.CN1CCOC2=C(C1)C=C(C=C2)[N+](=O)[O-] (4-Methyl-7-nitro-2,3,4,5-tetrahydro-1,4-benzoxazepine hydrochloride). Yield: 61.5%. As a reaction SMILES: [ClH:1].[N+:2]([C:5]1[CH:6]=[CH:7][C:8]2[O:14][CH2:13][CH2:12][NH:11][CH2:10][C:9]=2[CH:15]=1)([O-:4])=[O:3].C=O.[CH:18](O)=O.[OH-].[Na+]>O>[ClH:1].[CH3:18][N:11]1[CH2:10][C:9]2[CH:15]=[C:5]([N+:2]([O-:4])=[O:3])[CH:6]=[CH:7][C:8]=2[O:14][CH2:13][CH2:12]1 |f:0.1,4.5,7.8|. Procedure details: A mixture of 7-nitro-2,3,4,5-tetrahydro-1,4-benzoxazepine hydrochloride (11.53 g, 50 mmol), 37% formaldehyde (25 ml, 335 mmol) and 88% formic acid (15 ml, 340 mmol) was heated at 80° C. for 24 h, cooled and poured into water (150 ml). The suspension was Is basified with 25% aqueous sodium hydroxide to give a brown solid (7.52 g). The aqueous layer was extracted with methylene chloride (3×200 ml), washed with saturated brine solution, and dried over magnesium sulphate to give yellow crystals (1.0... The reactants are C1CCOC1, CC(=O)Cl, CC(C)(CO)COC(=O)c1cc(Oc2ccc(C(F)(F)F)cc2Cl)ccc1[N+](=O)[O-]. Product: CC(=O)OCC(C)(C)COC(=O)c1cc(Oc2ccc(C(F)(F)F)cc2Cl)ccc1[N+](=O)[O-]. Reaction SMILES: [CH2:35]1[O:36][CH2:37][CH2:38][CH2:39]1.[CH3:1][C:2]([Cl:3])=[O:4].[Cl:5][c:6]1[c:7]([O:8][c:9]2[cH:10][cH:11][c:12]([N+:24](=[O:25])[O-:26])[c:13]([C:14](=[O:15])[O:16][CH2:17][C:18]([CH2:19][OH:20])([CH3:21])[CH3:22])[cH:23]2)[cH:27][cH:28][c:29]([C:31]([F:32])([F:33])[F:34])[cH:30]1>>[CH3:1][C:2](=[O:4])[O:20][CH2:19][C:18]([CH2:17][O:16][C:14]([c:13]1[c:12]([N+:24](=[O:25])[O-:26])[cH:11][cH:10][c:9]([O:8][c:7]2[c:6]([Cl:5])[cH:30][c:29]([C:31]([F:32])([F:33])[F:34])[cH:28][cH:27]2)[cH:23]1)=[O:15])([CH3:21])[CH3:22].